Dataset: the Open Reaction Database (ORD), a public repository of structured organic reaction records. Task: describe an organic reaction: reactants, conditions, products, and yield Starting materials: CN1Cc2c(C#N)ncn2-c2ccccc2C1=O, O=C([O-])[O-], CCO, Cl, [K+], [K+], NO, O. Yields the product CN1Cc2c(C(N)=NO)ncn2-c2ccccc2C1=O. As a reaction SMILES: [C:1](#[N:2])[c:3]1[n:4][cH:5][n:6]2[c:7]1[CH2:8][N:9]([CH3:18])[C:10](=[O:17])[c:11]1[c:12]-2[cH:13][cH:14][cH:15][cH:16]1.[C:25](=[O:26])([O-:27])[O-:28].[CH3:22][CH2:23][OH:24].[ClH:19].[K+:29].[K+:30].[NH2:20][OH:21].[OH2:31]>>[C:1]([NH2:2])([c:3]1[n:4][cH:5][n:6]2[c:7]1[CH2:8][N:9]([CH3:18])[C:10](=[O:17])[c:11]1[c:12]-2[cH:13][cH:14][cH:15][cH:16]1)=[N:20][OH:21]. Starting materials: O=C(O)CCC(=O)OCc1ccccc1, CCN(C(C)C)C(C)C, NC(CC(=O)O)Cc1ccc(-c2cccc(Cl)c2)cc1, CN(C)C=O, O, On1nnc2cccnc21. Yields the product O=C(O)CC(Cc1ccc(-c2cccc(Cl)c2)cc1)NC(=O)CCC(=O)OCc1ccccc1. As a reaction SMILES: [CH2:1]([c:2]1[cH:3][cH:4][cH:5][cH:6][cH:7]1)[O:8][C:9]([CH2:10][CH2:11][C:12](=[O:13])[OH:14])=[O:15].[CH:46]([N:47]([CH2:48][CH3:49])[CH:50]([CH3:51])[CH3:52])([CH3:53])[CH3:54].[NH2:26][CH:27]([CH2:28][C:29](=[O:30])[OH:31])[CH2:32][c:33]1[cH:34][cH:35][c:36](-[c:39]2[cH:40][c:41]([Cl:45])[cH:42][cH:43][cH:44]2)[cH:37][cH:38]1.[O:55]=[CH:56][N:57]([CH3:58])[CH3:59].[OH2:60].[OH:16][n:17]1[c:18]2[n:19][cH:20][cH:21][cH:22][c:23]2[n:24][n:25]1>>[CH2:1]([c:2]1[cH:3][cH:4][cH:5][cH:6][cH:7]1)[O:8][C:9]([CH2:10][CH2:11][C:12](=[O:14])[NH:26][CH:27]([CH2:28][C:29](=[O:30])[OH:31])[CH2:32][c:33]1[cH:34][cH:35][c:36](-[c:39]2[cH:40][c:41]([Cl:45])[cH:42][cH:43][cH:44]2)[cH:37][cH:38]1)=[O:15]. Reactants: O=[O+][O-] (ozone), O=[O+][O-] (ozone), C(C=CC)C1C(C2=CC=CC(=C2C1)OC)=O ((RS)-2-(2-buten-1-yl)-4-methoxy-1-indanone). Run in ClCCl (dichloromethane), CO (methanol). Reaction conditions: time 35 minute. Yields the product O=CCC1C(C2=CC=CC(=C2C1)OC)=O ((RS)-2-(2-oxoethyl)-4-methoxy-1-indanone). The yield is 84.0%. As a reaction SMILES: [O:1]=[O+][O-].[CH2:4]([CH:8]1[CH2:16][C:15]2[C:10](=[CH:11][CH:12]=[CH:13][C:14]=2[O:17][CH3:18])[C:9]1=[O:19])[CH:5]=CC>ClCCl.CO>[O:1]=[CH:5][CH2:4][CH:8]1[CH2:16][C:15]2[C:10](=[CH:11][CH:12]=[CH:13][C:14]=2[O:17][CH3:18])[C:9]1=[O:19]. Procedure: An ozone stream (3 g ozone/hour) was conducted while stirring for 35 minutes through a solution, cooled to -70°, of 6.42 g of (RS)-2-(2-buten-1-yl)-4-methoxy-1-indanone in 180 ml of anhydrous dichloromethane and 60 ml of anhydrous methanol. Subsequently, the solution was flushed with oxygen for 5 minutes and with argon for 10 minutes. After the addition of 3.3 ml of dimethyl sulfide, the mixture was stirred at room temperature for 16 hours. The reaction mixture was evaporated in a vacuum, the re... The reactants are ClC1=CC=C(C=C1)S(=O)(=O)N=C=O (4-chlorobenzenesulfonylisocyanate), NC1=C(C(=O)O)C=C(C(=C1)C)C (2-amino-4,5-dimethylbenzoic acid). Yields the product ClC1=CC=C(C=C1)S(=O)(=O)N1C(NC2=CC(=C(C=C2C1=O)C)C)=O (3-(4-chlorobenzenesulfonyl)-6,7-dimethyl-2,4(1H,3H)-quinazolinedione). Isolated yield 15.7%. RXN SMILES: [Cl:1][C:2]1[CH:7]=[CH:6][C:5]([S:8]([N:11]=[C:12]=[O:13])(=[O:10])=[O:9])=[CH:4][CH:3]=1.[NH2:14][C:15]1[CH:23]=[C:22]([CH3:24])[C:21]([CH3:25])=[CH:20][C:16]=1[C:17](O)=[O:18]>>[Cl:1][C:2]1[CH:3]=[CH:4][C:5]([S:8]([N:11]2[C:17](=[O:18])[C:16]3[C:15](=[CH:23][C:22]([CH3:24])=[C:21]([CH3:25])[CH:20]=3)[NH:14][C:12]2=[O:13])(=[O:9])=[O:10])=[CH:6][CH:7]=1. Procedure: 365 mg (1.68 mmol) of 4-chlorobenzenesulfonylisocyanate and 230 mg (1.40 mmol) of 2-amino-4,5-dimethylbenzoic acid were treated in the same way as in Example 1 to obtain 80 mg of the above-identified compound (yield 15.7%). Properties: colorless crystal, Melting point: 221°-222° C., PMR (δppm, DMSO-d6): 2.23 (3H,s), 2.27 (3H,s), 6.89 (1H,s), 7.60 (1H,s), 7.75 (2H,d), 8.15 (2H,d), 11.40 (1H,br). Starting materials: ice water, FC=1C=C2C(=CNC2=CC1C)C#N (5-fluoro-6-methyl-1H-indole-3-carbonitrile), C1(CCC1)Br (cyclobutylbromide), C([O-])([O-])=O.[Cs+].[Cs+] (cesium carbonate). Run in CN(C)C=O (DMF). Run at temperature 90 celsius, time 8 hour. The product is C1(CCC1)N1C=C(C2=CC(=C(C=C12)C)F)C#N (1-cyclobutyl-5-fluoro-6-methyl-1H-indole-3-carbonitrile). Isolated yield 90.6%. Reaction SMILES: [F:1][C:2]1[CH:3]=[C:4]2[C:8](=[CH:9][C:10]=1[CH3:11])[NH:7][CH:6]=[C:5]2[C:12]#[N:13].[CH:14]1(Br)[CH2:17][CH2:16][CH2:15]1.C(=O)([O-])[O-].[Cs+].[Cs+]>CN(C=O)C>[CH:14]1([N:7]2[C:8]3[C:4](=[CH:3][C:2]([F:1])=[C:10]([CH3:11])[CH:9]=3)[C:5]([C:12]#[N:13])=[CH:6]2)[CH2:17][CH2:16][CH2:15]1 |f:2.3.4|. Procedure details: A mixture of 5-fluoro-6-methyl-1H-indole-3-carbonitrile (1.0 g, 5.8 mmol), cyclobutylbromide (0.81 mL, 8.6 mmol) and cesium carbonate (3.9 g, 12.1 mmol) in DMF (10 mL) was stirred at 90° C. overnight. The mixture was then poured into ice water and extracted with ethyl acetate. The organics were combined and washed with water, brine and dried over Na2SO4 and evaporated. The residue was purified by flash chromatography with 5-35% ethyl acetate in hexane to give 1-cyclobutyl-5-fluoro-6-methyl-1H-in... Starting materials: C(#N)C1=C(C=C(C=C1)C1CCC=2N1C=CN2)F (5-(4-cyano-3-fluorophenyl)-6,7-dihydro-5H-pyrrolo[1,2-a]imidazole), C(C)(=O)[O-].[Na+] (sodium acetate), C(C)(=O)O (acetic acid), C=O (formaldehyde). Yields the product C(#N)C1=C(C=C(C=C1)C1CCC=2N1C(=CN2)CO)F (5-(4-cyano-3-fluorophenyl)-3-hydroxymethyl-6,7-dihydro-5H-pyrrolo[1,2-a]imidazole). As a reaction SMILES: [C:1]([C:3]1[CH:8]=[CH:7][C:6]([CH:9]2[N:13]3[CH:14]=[CH:15][N:16]=[C:12]3[CH2:11][CH2:10]2)=[CH:5][C:4]=1[F:17])#[N:2].[C:18]([O-])(=[O:20])C.[Na+].C(O)(=O)C.C=O>>[C:1]([C:3]1[CH:8]=[CH:7][C:6]([CH:9]2[N:13]3[C:14]([CH2:18][OH:20])=[CH:15][N:16]=[C:12]3[CH2:11][CH2:10]2)=[CH:5][C:4]=1[F:17])#[N:2] |f:1.2|. Reported procedure: A solution of product from Step H (3.79 g, 16.7 mmol), sodium acetate (2.44 g, 29.7 mmol), acetic acid (1.82 mL, 31.9 mmol), and formaldehyde (37% in water, 15.1 mL) was heated to reflux for 96 hours. The reaction was slowly neutralized by the addition of sat. aq. NAHCO3. The aqueous layer was extracted with methylene chloride (5×50 mL). The combined organic layers were dried (Na2SO4), filtered, and concentrated in vacuo. The crude product was purified by column chromatography (1→10% MeOH/CHCl3)... Starting materials: CO, Cc1ccc(C(=O)NC2CC2)cc1-c1ccc2c(N3CCN(C(=O)OC(C)(C)C)CC3C)nncc2c1, Cl. The product is Cc1ccc(C(=O)NC2CC2)cc1-c1ccc2c(N3CCNCC3C)nncc2c1. Reaction SMILES: [CH3:39][OH:40].[CH:1]1([NH:4][C:5](=[O:6])[c:7]2[cH:8][cH:9][c:10]([CH3:37])[c:11](-[c:13]3[cH:14][c:15]4[cH:16][n:17][n:18][c:19]([N:23]5[CH:24]([CH3:36])[CH2:25][N:26]([C:29]([O:30][C:31]([CH3:32])([CH3:33])[CH3:34])=[O:35])[CH2:27][CH2:28]5)[c:20]4[cH:21][cH:22]3)[cH:12]2)[CH2:2][CH2:3]1.[ClH:38]>>[CH:1]1([NH:4][C:5](=[O:6])[c:7]2[cH:8][cH:9][c:10]([CH3:37])[c:11](-[c:13]3[cH:14][c:15]4[cH:16][n:17][n:18][c:19]([N:23]5[CH:24]([CH3:36])[CH2:25][NH:26][CH2:27][CH2:28]5)[c:20]4[cH:21][cH:22]3)[cH:12]2)[CH2:2][CH2:3]1. Reactants: CCCCP(=CC#N)(CCCC)CCCC, Cc1ccccc1, C=COCCOCCO, O=S(=O)(Cc1cc(F)ccc1F)c1ccc(Cl)cc1. The product is C=COCCOCCC(c1cc(F)ccc1F)S(=O)(=O)c1ccc(Cl)cc1. RXN SMILES: [C:20]([CH:21]=[P:22]([CH2:23][CH2:24][CH2:25][CH3:26])([CH2:27][CH2:28][CH2:29][CH3:30])[CH2:31][CH2:32][CH2:33][CH3:34])#[N:35].[CH3:45][c:46]1[cH:47][cH:48][cH:49][cH:50][cH:51]1.[CH:36](=[CH2:37])[O:38][CH2:39][CH2:40][O:41][CH2:42][CH2:43][OH:44].[Cl:1][c:2]1[cH:3][cH:4][c:5]([S:8](=[O:9])(=[O:10])[CH2:11][c:12]2[c:13]([F:19])[cH:14][cH:15][c:16]([F:18])[cH:17]2)[cH:6][cH:7]1>>[Cl:1][c:2]1[cH:3][cH:4][c:5]([S:8](=[O:9])(=[O:10])[CH:11]([c:12]2[c:13]([F:19])[cH:14][cH:15][c:16]([F:18])[cH:17]2)[CH2:43][CH2:42][O:41][CH2:40][CH2:39][O:38][CH:36]=[CH2:37])[cH:6][cH:7]1.